This data is from the Open Reaction Database (ORD), a public repository of structured organic reaction records. The task is: describe an organic reaction: reactants, conditions, products, and yield RXN SMILES: [CH3:1][NH:2][C@@H:3]1[CH2:7][CH2:6][N:5]([C:8]([O:10][C:11]([CH3:14])([CH3:13])[CH3:12])=[O:9])[CH2:4]1.[CH:15]1([S:18](Cl)(=[O:20])=[O:19])[CH2:17][CH2:16]1.CCN(C(C)C)C(C)C.O>C1COCC1>[CH3:1][N:2]([C@@H:3]1[CH2:7][CH2:6][N:5]([C:8]([O:10][C:11]([CH3:14])([CH3:13])[CH3:12])=[O:9])[CH2:4]1)[S:18]([CH:15]1[CH2:17][CH2:16]1)(=[O:20])=[O:19]. Product: CN(S(=O)(=O)C1CC1)[C@H]1CN(CC1)C(=O)OC(C)(C)C ((R)-tert-butyl 3-(N-methylcyclopropanesulfonamido)pyrrolidine-1-carboxylate). Run in C1CCOC1 (THF). Reactants: CN[C@H]1CN(CC1)C(=O)OC(C)(C)C ((R)-tert-butyl 3-(methylamino)pyrrolidine-1-carboxylate), C1(CC1)S(=O)(=O)Cl (cyclopropanesulfonyl chloride), CCN(C(C)C)C(C)C (DIPEA), O (Water). Reaction conditions: time 8 hour. Procedure details: To a solution of (R)-tert-butyl 3-(methylamino)pyrrolidine-1-carboxylate (100 mg, 0.5 mmol) in 2.5 mL THF was added cyclopropanesulfonyl chloride (77 mg, 0.55 mmol) and DIPEA (0.10 mL, 0.60 mmol) at ambient temperature. The mixture was stirred at ambient temperature overnight. Water was added, and then extracted with EtOAc. The organic layers were combined washed with brine, dried over Na2SO4, and evaporated in vacuo to afford the crude title product which was used for the next step without furt... Starting materials: ClC1=C(C(=NC2=CC(=CC(=C12)F)F)C=1C=NC=C(C1)S(=O)(=O)C)C (4-chloro-5,7-difluoro-3-methyl-2-(5-(methylsulfonyl)pyridin-3-yl)quinoline), CC1(CNC=2C1=NC=C(C2)N2CCOCC2)C (4-(3,3-dimethyl-2,3-dihydro-1H-pyrrolo[3,2-b]pyridin-6-yl)morpholine), CC(C)C1=CC(=C(C(=C1)C(C)C)C2=C(C=CC=C2)P(C3CCCCC3)C4CCCCC4)C(C)C (X-Phos), CC(C)([O-])C.[Na+] (sodium tert-butoxide). The reagents and catalysts are C=1C=CC(=CC1)/C=C/C(=O)/C=C/C2=CC=CC=C2.C=1C=CC(=CC1)/C=C/C(=O)/C=C/C2=CC=CC=C2.C=1C=CC(=CC1)/C=C/C(=O)/C=C/C2=CC=CC=C2.[Pd].[Pd] (Pd2dba3). Run in C1(=CC=CC=C1)C (toluene). The product is CC1(CN(C=2C1=NC=C(C2)N2CCOCC2)C2=C(C(=NC1=CC(=CC(=C21)F)F)C=2C=NC=C(C2)S(=O)(=O)C)C)C (4-(3,3-dimethyl-6-(4-morpholinyl)-2,3-dihydro-1H-pyrrolo[3,2-b]pyridin-1-yl)-5,7-difluoro-3-methyl-2-(5-(methylsulfonyl)-3-pyridinyl)quinoline). RXN SMILES: Cl[C:2]1[C:11]2[C:6](=[CH:7][C:8]([F:13])=[CH:9][C:10]=2[F:12])[N:5]=[C:4]([C:14]2[CH:15]=[N:16][CH:17]=[C:18]([S:20]([CH3:23])(=[O:22])=[O:21])[CH:19]=2)[C:3]=1[CH3:24].[CH3:25][C:26]1([CH3:41])[C:30]2=[N:31][CH:32]=[C:33]([N:35]3[CH2:40][CH2:39][O:38][CH2:37][CH2:36]3)[CH:34]=[C:29]2[NH:28][CH2:27]1.CC(C1C=C(C(C)C)C(C2C=CC=CC=2P(C2CCCCC2)C2CCCCC2)=C(C(C)C)C=1)C.CC(C)([O-])C.[Na+]>C1C=CC(/C=C/C(/C=C/C2C=CC=CC=2)=O)=CC=1.C1C=CC(/C=C/C(/C=C/C2C=CC=CC=2)=O)=CC=1.C1C=CC(/C=C/C(/C=C/C2C=CC=CC=2)=O)=CC=1.[Pd].[Pd].C1(C)C=CC=CC=1>[CH3:25][C:26]1([CH3:41])[C:30]2=[N:31][CH:32]=[C:33]([N:35]3[CH2:40][CH2:39][O:38][CH2:37][CH2:36]3)[CH:34]=[C:29]2[N:28]([C:2]2[C:11]3[C:6](=[CH:7][C:8]([F:13])=[CH:9][C:10]=3[F:12])[N:5]=[C:4]([C:14]3[CH:15]=[N:16][CH:17]=[C:18]([S:20]([CH3:23])(=[O:22])=[O:21])[CH:19]=3)[C:3]=2[CH3:24])[CH2:27]1 |f:3.4,5.6.7.8.9|. Reported procedure: Prepared according to procedure Y by stirring 4-chloro-5,7-difluoro-3-methyl-2-(5-(methylsulfonyl)pyridin-3-yl)quinoline (40 mg, 0.108 mmol), 4-(3,3-dimethyl-2,3-dihydro-1H-pyrrolo[3,2-b]pyridin-6-yl)morpholine (25.3 mg, 0.108 mmol), Pd2dba3 (10.1 mg, 10.85 μmol), X-Phos (10.3 mg, 0.022 mmol), sodium tert-butoxide (31.3 mg, 0.325 mmol), and toluene (1.1 mL) at 105° C. for 30 min. Purification by reverse-phase HPLC (0-80% acetonitrile in water) gave 4-(3,3-dimethyl-6-(4-morpholinyl)-2,3-dihydro-1... Starting materials: CC(=O)O[BH-](OC(C)=O)OC(C)=O, C=O, CC(Cl)Cl, Nc1ncnc2c1c(I)nn2C1CCCNC1, [Na+], [Na+], [OH-]. Yields the product CN1CCCC(n2nc(I)c3c(N)ncnc32)C1. As a reaction SMILES: [C:18]([O:19][BH-:20]([O:21][C:22](=[O:23])[CH3:24])[O:25][C:26](=[O:27])[CH3:28])(=[O:29])[CH3:30].[CH2:32]=[O:33].[Cl:36][CH:37]([Cl:38])[CH3:39].[I:1][c:2]1[n:3][n:4]([CH:12]2[CH2:13][NH:14][CH2:15][CH2:16][CH2:17]2)[c:5]2[n:6][cH:7][n:8][c:9]([NH2:11])[c:10]12.[Na+:31].[Na+:35].[OH-:34]>>[I:1][c:2]1[n:3][n:4]([CH:12]2[CH2:13][N:14]([CH3:18])[CH2:15][CH2:16][CH2:17]2)[c:5]2[n:6][cH:7][n:8][c:9]([NH2:11])[c:10]12. Reactants: CC(C)(C)[Si](OCC(C(CC)O)NC(CCCCCC)=O)(C1=CC=CC=C1)C1=CC=CC=C1 (N-[1-[[[(1,1-Dimethylethyl)diphenylsilyl]oxy]methyl]-2-hydroxybutyl]Heptanamide), [Cr](=O)(=O)([O-])O[Cr](=O)(=O)[O-].[NH+]1=CC=CC=C1.[NH+]1=CC=CC=C1 (pyridinium dichromate). Run in CN(C=O)C (N,N-dimethylformamide), O (water). Reaction conditions: time 18 hour. The product is CC(C)(C)[Si](OC[C@H](CC=O)NC(CCCCCC)=O)(C)C ((S)-N-[1-[[[(1,1-dimethylethyl)dimethylsilyl]oxy]methyl]-3-oxopropyl]-Heptanamide). Isolated yield 81.8%. RXN SMILES: [CH3:1][C:2]([Si:5]([C:28]1C=CC=CC=1)([C:22]1C=CC=CC=1)[O:6][CH2:7][CH:8]([NH:13][C:14](=[O:21])[CH2:15][CH2:16][CH2:17][CH2:18][CH2:19][CH3:20])[CH:9](O)[CH2:10]C)([CH3:4])[CH3:3].[Cr](O[Cr]([O-])(=O)=O)([O-])(=O)=[O:35].[NH+]1C=CC=CC=1.[NH+]1C=CC=CC=1>CN(C)C=O.O>[CH3:4][C:2]([Si:5]([CH3:22])([CH3:28])[O:6][CH2:7][C@@H:8]([NH:13][C:14](=[O:21])[CH2:15][CH2:16][CH2:17][CH2:18][CH2:19][CH3:20])[CH2:9][CH:10]=[O:35])([CH3:1])[CH3:3] |f:1.2.3|. Procedure details: A mixture of (10c), (2.30 g, 6.94 mmol) and pyridinium dichromate (10.62 g, 28.2 mmol) in 20 mL of N,N-dimethylformamide is stirred under argon for 18 h. The reaction mixture is diluted with 100 mL of water and extracted with ethyl acetate (3×40 mL). The organic layer is separated, washed with water and brine, dried and evaporated to give 1.87 g of a residual brown liquid. The liquid is purified by chromatography using 1:6 ethyl acetate/hexane to give 997 mg of the desired product as an oil. NMR... RXN SMILES: [C:1]([CH3:2])([CH3:3])([CH3:4])[O:5][C:6](=[O:7])[NH:8][CH2:9][CH2:10][CH2:11][CH:12]([CH2:13][OH:14])[NH:15][C:16](=[O:17])[O:18][CH2:19][c:20]1[cH:21][cH:22][cH:23][cH:24][cH:25]1.[CH3:26][CH2:27][OH:28]>>[C:1]([CH3:2])([CH3:3])([CH3:4])[O:5][C:6](=[O:7])[NH:8][CH2:9][CH2:10][CH2:11][CH:12]([CH2:13][OH:14])[NH2:15]. Starting materials: CC(C)(C)OC(=O)NCCCC(CO)NC(=O)OCc1ccccc1, CCO. Product: CC(C)(C)OC(=O)NCCCC(N)CO. Starting materials: O(C1=CC=CC=C1)C(=O)N[C@@H](C(C)C)C(=O)O (N-phenoxycarbonyl-L-Valine), [OH-].[Na+] (sodium hydroxide). Solvent: C1(=CC=CC=C1)C (toluene), O (water). Conditions: temperature 0 celsius, time 2 hour. Product: [Na+].O(C1=CC=CC=C1)C(=O)N[C@@H](C(C)C)C(=O)[O-] (N-Phenoxycarbonyl-L-Valine Sodium Salt). The yield is 110.8%. As a reaction SMILES: [O:1]([C:8]([NH:10][C@H:11]([C:15]([OH:17])=[O:16])[CH:12]([CH3:14])[CH3:13])=[O:9])[C:2]1[CH:7]=[CH:6][CH:5]=[CH:4][CH:3]=1.[OH-].[Na+:19]>C1(C)C=CC=CC=1.O>[Na+:19].[O:1]([C:8]([NH:10][C@H:11]([C:15]([O-:17])=[O:16])[CH:12]([CH3:14])[CH3:13])=[O:9])[C:2]1[CH:3]=[CH:4][CH:5]=[CH:6][CH:7]=1 |f:1.2,5.6|. Procedure: To a solution of N-phenoxycarbonyl-L-Valine (5.00 g, 21.1 mmol) in 350 mL of toluene cooled to 0° C. in an ice bath was added dropwise a solution of sodium hydroxide (840 mg, 21 mmol) in 2 mL of distilled water. The reaction was stirred at 0° C. for 2 hours and then concentrated under reduced pressure. The residue was chased three time with toluene (150 mL) to afford the title compound as an oil (6.03 g).